Dataset: the Open Reaction Database (ORD), a public repository of structured organic reaction records. Task: describe an organic reaction: reactants, conditions, products, and yield Reactants: COc1ccc(C(=O)Cl)cc1, Cc1cc(Cc2ccccc2)sc1C, ClCCl, O, Cl[Sn](Cl)(Cl)Cl. Product: COc1ccc(C(=O)c2c(Cc3ccccc3)sc(C)c2C)cc1. As a reaction SMILES: [C:20]([c:21]1[cH:22][cH:23][c:24]([O:27][CH3:28])[cH:25][cH:26]1)(=[O:29])[Cl:30].[CH2:6]([c:7]1[cH:8][cH:9][cH:10][cH:11][cH:12]1)[c:13]1[s:14][c:15]([CH3:19])[c:16]([CH3:18])[cH:17]1.[Cl:31][CH2:32][Cl:33].[OH2:34].[Sn:1]([Cl:2])([Cl:3])([Cl:4])[Cl:5]>>[CH2:6]([c:7]1[cH:8][cH:9][cH:10][cH:11][cH:12]1)[c:13]1[s:14][c:15]([CH3:19])[c:16]([CH3:18])[c:17]1[C:20]([c:21]1[cH:22][cH:23][c:24]([O:27][CH3:28])[cH:25][cH:26]1)=[O:29].